describe an organic reaction: reactants, conditions, products, and yield From a dataset of the Open Reaction Database (ORD), a public repository of structured organic reaction records. Reactants: CN(C(C(Cl)(C1=CC=CC=C1)C1=CC=CC=C1)=O)C (diphenyl-chloroacetic acid dimethylamide), N1C=NC=C1 (imidazole). Solvent: C(C)#N (acetonitrile). The product is CN(C(C(C=1NC=CN1)(C1=CC=CC=C1)C1=CC=CC=C1)=O)C (diphenyl-imidazolyl-acetic acid dimethyl amide). RXN SMILES: [CH3:1][N:2]([CH3:19])[C:3](=[O:18])[C:4]([C:12]1[CH:17]=[CH:16][CH:15]=[CH:14][CH:13]=1)([C:6]1[CH:11]=[CH:10][CH:9]=[CH:8][CH:7]=1)Cl.[NH:20]1[CH:24]=[CH:23][N:22]=[CH:21]1>C(#N)C>[CH3:1][N:2]([CH3:19])[C:3](=[O:18])[C:4]([C:12]1[CH:17]=[CH:16][CH:15]=[CH:14][CH:13]=1)([C:6]1[CH:11]=[CH:10][CH:9]=[CH:8][CH:7]=1)[C:21]1[NH:20][CH:24]=[CH:23][N:22]=1. Procedure: 18.1 g diphenyl-chloroacetic acid dimethylamide (m.p. 128°C, prepared by analogy with Example 19) are heated with 15.6 g imidazole in 120 ml acetonitrile at boiling temperature for 18 hours. The solvent is distilled off in a vacuum. After the addition of 70 ml of water, the mixture is extracted with methylene chloride. After drying, the solvent is distilled off in a vacuum and the solid residue is recrystallized from methanol. The diphenyl-imidazolyl-acetic acid dimethyl amide of m.p. 202°C is t... The reactants are CS(=O)(=O)Cl (Methanesulphonylchloride), NC=1C=C(C=CC1)CO ((3-amino-phenyl)-methanol), [Cl-].[Li+] (lithium chloride), N1=C(C=CC=C1C)C (2,6-lutidine). Solvent: CN(C)C=O (DMF), O (Water). Conditions: time 3 hour. Yields the product ClCC=1C=C(C=CC1)NS(=O)(=O)C (N-(3-chloromethyl-phenyl)-methane-sulphonamide). Yield: 47.7%. RXN SMILES: [NH2:1][C:2]1[CH:3]=[C:4]([CH2:8]O)[CH:5]=[CH:6][CH:7]=1.[Cl-:10].[Li+].N1C(C)=CC=CC=1C.[CH3:20][S:21](Cl)(=[O:23])=[O:22]>CN(C=O)C.O>[Cl:10][CH2:8][C:4]1[CH:3]=[C:2]([NH:1][S:21]([CH3:20])(=[O:23])=[O:22])[CH:7]=[CH:6][CH:5]=1 |f:1.2|. Reported procedure: A solution of (3-amino-phenyl)-methanol (388 mg, 3.15 mmoles), lithium chloride (270 mg, 6.3 mmoles) and 2,6-lutidine (0.821 mL, 6.93 mmoles) in DMF (10 mL) was cooled at 0° C. under nitrogen atmosphere. Methanesulphonylchloride (0.536 mL, 6.93 mmoles) was added dropwise, and the mixture was stirred at room temperature for 3 hours. Water (30 mL) was then added, and the mixture was extracted with AcOEt (3×40 mL). The organic layer was washed with brine, dried over Na2SO4 and evaporated to dryness... Starting materials: Fc1ccc(C(F)(F)F)cc1CBr, CN(C)C=O, CCOC(C)=O, FC(F)(F)c1cc(CNc2ncc(Br)cn2)cc(C(F)(F)F)c1, [H-], [Na+], O. Yields the product Fc1ccc(C(F)(F)F)cc1CN(Cc1cc(C(F)(F)F)cc(C(F)(F)F)c1)c1ncc(Br)cn1. Reaction SMILES: [Br:26][CH2:27][c:28]1[c:29]([F:38])[cH:30][cH:31][c:32]([C:34]([F:35])([F:36])[F:37])[cH:33]1.[CH3:40][N:41]([CH3:42])[CH:43]=[O:44].[CH3:45][CH2:46][O:47][C:48](=[O:49])[CH3:50].[F:1][C:2]([c:3]1[cH:4][c:5]([CH2:6][NH:7][c:8]2[n:9][cH:10][c:11]([Br:14])[cH:12][n:13]2)[cH:15][c:16]([C:18]([F:19])([F:20])[F:21])[cH:17]1)([F:22])[F:23].[H-:24].[Na+:25].[OH2:39]>>[F:1][C:2]([c:3]1[cH:4][c:5]([CH2:6][N:7]([c:8]2[n:9][cH:10][c:11]([Br:14])[cH:12][n:13]2)[CH2:27][c:28]2[c:29]([F:38])[cH:30][cH:31][c:32]([C:34]([F:35])([F:36])[F:37])[cH:33]2)[cH:15][c:16]([C:18]([F:19])([F:20])[F:21])[cH:17]1)([F:22])[F:23]. Reactants: C(C)(C)(C)OC(N(C1=CC=CC=C1)C1=NC2=C(N1C)C=CC(=C2)N(C)C2=NC(=NC=C2)Cl)=O ({5-[(2-Chloro-pyrimidin-4-yl)-methyl-amino]-1-methyl-1H-benzoimidazol-2-yl}-phenyl-carbamic acid tert-butyl ester), NC=1C=C(C=CC1)S(=O)(=O)N (3-amino-benzenesulfonamide). The reagents and catalysts are Cl (HCl). Run in C(C)O (ethanol). Run at temperature 70 celsius, time 20 hour. Product: Cl.C(C)(C)(C)OC(N(C1=CC=CC=C1)C1=NC2=C(N1C)C=CC(=C2)N(C2=NC(=NC=C2)NC2=CC(=CC=C2)S(N)(=O)=O)C)=O ((1-Methyl-5-{methyl-[2-(3-sulfamoyl-phenylamino)-pyrimidin-4-yl]-amino}-1H-benzoimidazol-2-yl)-phenyl-carbamic acid tert-butyl ester hydrochloride). As a reaction SMILES: [C:1]([O:5][C:6](=[O:33])[N:7]([C:14]1[N:18]([CH3:19])[C:17]2[CH:20]=[CH:21][C:22]([N:24]([C:26]3[CH:31]=[CH:30][N:29]=[C:28]([Cl:32])[N:27]=3)[CH3:25])=[CH:23][C:16]=2[N:15]=1)[C:8]1[CH:13]=[CH:12][CH:11]=[CH:10][CH:9]=1)([CH3:4])([CH3:3])[CH3:2].[NH2:34][C:35]1[CH:36]=[C:37]([S:41]([NH2:44])(=[O:43])=[O:42])[CH:38]=[CH:39][CH:40]=1>C(O)C.Cl>[ClH:32].[C:1]([O:5][C:6](=[O:33])[N:7]([C:14]1[N:18]([CH3:19])[C:17]2[CH:20]=[CH:21][C:22]([N:24]([CH3:25])[C:26]3[CH:31]=[CH:30][N:29]=[C:28]([NH:34][C:35]4[CH:40]=[CH:39][CH:38]=[C:37]([S:41](=[O:43])(=[O:42])[NH2:44])[CH:36]=4)[N:27]=3)=[CH:23][C:16]=2[N:15]=1)[C:8]1[CH:13]=[CH:12][CH:11]=[CH:10][CH:9]=1)([CH3:4])([CH3:3])[CH3:2] |f:4.5|. Procedure details: To a solution of {5-[(2-Chloro-pyrimidin-4-yl)-methyl-amino]-1-methyl-1H-benzoimidazol-2-yl}-phenyl-carbamic acid tert-butyl ester (100 mg, 0.22 mmol) and 3-amino-benzenesulfonamide (38 mg, 0.22 mmol) in ethanol was added HCl (1 drop, 1M in diethyl ether), and the reaction was heated to 70° C. After 20 h, the reaction was filtered to give the title compound as a white solid. 1H NMR (300 MHz, d6-DMSO+NaHCO3) δ 10.15 (s, 1H), 8.44 (s, 1H), 7.84 (d, J=6.6 Hz, 1H), 7.72 (d, J=8.4 Hz, 2H), 7.61 (s, 1... Starting materials: ClC1=C(C#N)C=CC(=N1)C(F)(F)F (2-chloro-6-trifluoromethyl-nicotinonitrile), [H-].[Na+] (NaH), C(C)(C)O (isopropanol). Run at temperature 50 celsius. Yields the product C(C)(C)OC1=NC(=CC=C1C#N)C(F)(F)F (2-isopropoxy-6-(trifluoromethyl)pyridine-3-carbonitrile). Yield: 82.0%. RXN SMILES: Cl[C:2]1[N:9]=[C:8]([C:10]([F:13])([F:12])[F:11])[CH:7]=[CH:6][C:3]=1[C:4]#[N:5].[H-].[Na+].[CH:16]([OH:19])([CH3:18])[CH3:17]>>[CH:16]([O:19][C:2]1[C:3]([C:4]#[N:5])=[CH:6][CH:7]=[C:8]([C:10]([F:13])([F:12])[F:11])[N:9]=1)([CH3:18])[CH3:17] |f:1.2|. Reported procedure: The 2-chloro-6-trifluoromethyl-nicotinonitrile (0.5 g, 2.4 mmol) was added in small portion to a mixture of NaH 60% (4 mol eq) in isopropanol (20 mL). The reaction mixture was heated at 50° C. overnight. The solvent was distilled and water was added to the residue. The aqueous solution was extracted with EtOAc (3×25 mL) and the organic phases were evaporated at reduced pressure to give e as a yellow solid (0.45 g, 82% Yield, 1.96 mmol). 1HNMR (DMSO, 200 MHz) δ 1.35 (s, 3H), 1.38 (s, 3H), 5.33 (m... The reactants are C1OC=2C=C(C=CC2O1)CCC=C(CCC=C(C)C)C (9-(3,4-methylenedioxyphenyl)-2,6-dimethyl-2,6-nonadiene), [H][H] (Hydrogen). The reagents and catalysts are [Pd] (palladium on carbon). The solvent is C1=CC=CC=C1 (benzene). Conditions: time 16 hour. The product is C1OC=2C=C(C=CC2O1)CCCC(CCCC(C)C)C (9-(3,4-methylenedioxyphenyl)-2,6-dimethylnonane). Reaction SMILES: [CH2:1]1[O:9][C:8]2[CH:7]=[CH:6][C:5]([CH2:10][CH2:11][CH:12]=[C:13]([CH3:20])[CH2:14][CH2:15][CH:16]=[C:17]([CH3:19])[CH3:18])=[CH:4][C:3]=2[O:2]1.[H][H]>[Pd].C1C=CC=CC=1>[CH2:1]1[O:9][C:8]2[CH:7]=[CH:6][C:5]([CH2:10][CH2:11][CH2:12][CH:13]([CH3:20])[CH2:14][CH2:15][CH2:16][CH:17]([CH3:19])[CH3:18])=[CH:4][C:3]=2[O:2]1. Procedure details: To a solution of 1 g. of 9-(3,4-methylenedioxyphenyl)-2,6-dimethyl-2,6-nonadiene (prepared as in Example 8) in 40 ml. of benzene was added 2.0 g. of a 5 percent palladium on carbon catalyst. Hydrogen was introduced into the reaction vessel to a pressure of 50 psig. This mixture was shaken at room temperature for 16 hours. The catalyst was removed by filtration and the benzene was evaporated under reduced pressure to yield pure 9-(3,4-methylenedioxyphenyl)-2,6-dimethylnonane (XI). The structure w...